From a dataset of the Open Reaction Database (ORD), a public repository of structured organic reaction records. describe an organic reaction: reactants, conditions, products, and yield Reactants: CCN=C=NCCCN(C)C, CCCCC(CC)C(=O)[O-], CCOC(C)=O, Cl, Cl, COP(=O)(O)C1N2C(=O)C(N)C2SC1(C)C, [Na+], [Na+], [OH-], O, O=C(O)C(C(=O)O)c1cccs1. Product: COP(=O)(O)C1N2C(=O)C(NC(=O)C(C(=O)O)c3cccs3)C2SC1(C)C. As a reaction SMILES: [CH2:32]([N:33]=[C:34]=[N:35][CH2:36][CH2:37][CH2:38][N:39]([CH3:40])[CH3:41])[CH3:42].[CH2:44]([CH:45]([CH2:46][CH2:47][CH2:48][CH3:49])[C:50]([O-:51])=[O:52])[CH3:53].[CH3:55][CH2:56][O:57][C:58](=[O:59])[CH3:60].[ClH:31].[ClH:43].[NH2:13][CH:14]1[CH:15]2[N:16]([CH:17]([P:22](=[O:23])([O:24][CH3:25])[OH:26])[C:18]([CH3:20])([CH3:21])[S:19]2)[C:27]1=[O:28].[Na+:30].[Na+:54].[OH-:29].[OH2:61].[s:1]1[c:2]([CH:6]([C:7](=[O:8])[OH:9])[C:10](=[O:11])[OH:12])[cH:3][cH:4][cH:5]1>>[s:1]1[c:2]([CH:6]([C:7](=[O:9])[NH:13][CH:14]2[CH:15]3[N:16]([CH:17]([P:22](=[O:23])([O:24][CH3:25])[OH:26])[C:18]([CH3:20])([CH3:21])[S:19]3)[C:27]2=[O:28])[C:10](=[O:11])[OH:12])[cH:3][cH:4][cH:5]1. Reactants: [Cl-].[NH4+] (ammonium chloride), COC(C1=CC(=CC=C1)O)=O (3-hydroxybenzoic acid methyl ester), N1C=NC=C1 (imidazole), [Si](C)(C)(C(C)(C)C)Cl (t-butyldimethylsilyl chloride). The solvent is CN(C)C=O (DMF). Conditions: temperature 0 celsius. Product: COC(C1=CC(=CC=C1)O[Si](C)(C)C(C)(C)C)=O (3-t-butyldimethylsilyloxybenzoic acid methyl ester). Isolated yield 63.1%. Reaction SMILES: [CH3:1][O:2][C:3](=[O:11])[C:4]1[CH:9]=[CH:8][CH:7]=[C:6]([OH:10])[CH:5]=1.N1C=CN=C1.[Si:17](Cl)([C:20]([CH3:23])([CH3:22])[CH3:21])([CH3:19])[CH3:18].[Cl-].[NH4+]>CN(C=O)C>[CH3:1][O:2][C:3](=[O:11])[C:4]1[CH:9]=[CH:8][CH:7]=[C:6]([O:10][Si:17]([C:20]([CH3:23])([CH3:22])[CH3:21])([CH3:19])[CH3:18])[CH:5]=1 |f:3.4|. Reported procedure: 1.53 g of 3-hydroxybenzoic acid methyl ester and 1.69 g of imidazole were placed in a 50 ml flask, and a gas in the reaction system was replaced with nitrogen. 5 ml of DMF was added into the flask and stirred at 0° C. The obtained solution was mixed with 1.57 g of t-butyldimethylsilyl chloride, heated up to room temperature, simultaneously stirred overnight, and then mixed with a saturated aqueous solution of ammonium chloride to stop the reaction. The reaction solution was extracted with diethy... Reactants: C1CCOC1, Nc1cccc(O)c1, CCn1nc(C)cc1C(=O)Nc1ccc(C(=O)c2ccc3c(c2)C(=CO)C(=O)N3)cc1. The product is CCn1nc(C)cc1C(=O)Nc1ccc(C(=O)c2ccc3c(c2)C(=CNc2cccc(O)c2)C(=O)N3)cc1. Reaction SMILES: [CH2:40]1[O:41][CH2:42][CH2:43][CH2:44]1.[NH2:32][c:33]1[cH:34][cH:35][cH:36][c:37]([OH:38])[cH:39]1.[OH:1][CH:2]=[C:3]1[C:4](=[O:31])[NH:5][c:6]2[cH:7][cH:8][c:9]([C:12](=[O:13])[c:14]3[cH:15][cH:16][c:17]([NH:20][C:21](=[O:22])[c:23]4[n:24]([CH2:29][CH3:30])[n:25][c:26]([CH3:28])[cH:27]4)[cH:18][cH:19]3)[cH:10][c:11]21>>[CH:2](=[C:3]1[C:4](=[O:31])[NH:5][c:6]2[cH:7][cH:8][c:9]([C:12](=[O:13])[c:14]3[cH:15][cH:16][c:17]([NH:20][C:21](=[O:22])[c:23]4[n:24]([CH2:29][CH3:30])[n:25][c:26]([CH3:28])[cH:27]4)[cH:18][cH:19]3)[cH:10][c:11]21)[NH:32][c:33]1[cH:34][cH:35][cH:36][c:37]([OH:38])[cH:39]1. Starting materials: COCC(C(C(=O)OC)=NNC1=CC=CC=C1)=O (methyl 4-methoxy-3-oxo-2-(phenylhydrazono)butanoate), COC(N(C)C)OC (dimethylformamide dimethylacetal). Conditions: temperature 90 celsius, time 1 hour. Product: COC=1C(C(=NN(C1)C1=CC=CC=C1)C(=O)OC)=O (methyl 5-methoxy-4-oxo-1-phenyl-1,4-dihydropyridazine-3-carboxylate). Reaction SMILES: [CH3:1][O:2][CH2:3][C:4](=[O:18])[C:5](=[N:10][NH:11][C:12]1[CH:17]=[CH:16][CH:15]=[CH:14][CH:13]=1)[C:6]([O:8][CH3:9])=[O:7].[CH3:19]OC(OC)N(C)C>>[CH3:1][O:2][C:3]1[C:4](=[O:18])[C:5]([C:6]([O:8][CH3:9])=[O:7])=[N:10][N:11]([C:12]2[CH:17]=[CH:16][CH:15]=[CH:14][CH:13]=2)[CH:19]=1. Reported procedure: A suspension of methyl 4-methoxy-3-oxo-2-(phenylhydrazono)butanoate (25.03 g) in dimethylformamide dimethylacetal (120 mL) was stirred at 90° C. for 1 hr. The mixture was allowed to cool to room temperature, and stirred for 1 hr. The precipitate was collected by filtration, washed successively with diethyl ether and hexane, and dried to give the title compound (24.7 g) as pale-yellow crystals. The reactants are Cc1nc2c([N+](=O)[O-])cc(Br)cc2n1Cc1ccccc1, O=C([O-])[O-], C1COCCN1, [Cs+], [Cs+], C1COCCO1. Product: Cc1nc2c([N+](=O)[O-])cc(N3CCOCC3)cc2n1Cc1ccccc1. RXN SMILES: [Br:1][c:2]1[cH:3][c:4]([N+:19](=[O:20])[O-:21])[c:5]2[c:6]([n:7]([CH2:11][c:12]3[cH:13][cH:14][cH:15][cH:16][cH:17]3)[c:8]([CH3:10])[n:9]2)[cH:18]1.[C:28](=[O:29])([O-:30])[O-:31].[CH2:22]1[CH2:23][O:24][CH2:25][CH2:26][NH:27]1.[Cs+:32].[Cs+:33].[O:34]1[CH2:35][CH2:36][O:37][CH2:38][CH2:39]1>>[c:2]1([N:27]2[CH2:22][CH2:23][O:24][CH2:25][CH2:26]2)[cH:3][c:4]([N+:19](=[O:20])[O-:21])[c:5]2[c:6]([n:7]([CH2:11][c:12]3[cH:13][cH:14][cH:15][cH:16][cH:17]3)[c:8]([CH3:10])[n:9]2)[cH:18]1. Reactants: TEA, CN(C(=O)Cl)C (dimethylcarbamoyl chloride), C(C1=CC=CC=C1)N1C(SC(C1=O)=C1SC2=C(N1C)C=C(C=C2)O)=NC=2C=C(C#N)C=CC2NCC (3-[3-benzyl-5-(5-hydroxy-3-methyl-3H-benzothiazol-2-ylidene)-4-oxothiazolidi n-2-ylideneamino]-4-(ethylamino)benzonitrile). Run in C(Cl)(Cl)Cl (CHCl3). Run at temperature 65 celsius. Yields the product C(C1=CC=CC=C1)N1C(SC(C1=O)=C1SC2=C(N1C)C=C(C=C2)OC(N(C)C)=O)=NC2=C(C=CC(=C2)C#N)NCC (Dimethylcarbamic acid 2-[3-benzyl-2-(5-cyano-2-ethylamino-phenylimino)-4-oxothiazolidin-5-ylidene]-3-methyl-2,3-dihydrobenzothiazol-5-yl ester). Reaction SMILES: [CH2:1]([N:8]1[C:12](=[O:13])[C:11](=[C:14]2[N:18]([CH3:19])[C:17]3[CH:20]=[C:21]([OH:24])[CH:22]=[CH:23][C:16]=3[S:15]2)[S:10][C:9]1=[N:25][C:26]1[CH:27]=[C:28]([CH:31]=[CH:32][C:33]=1[NH:34][CH2:35][CH3:36])[C:29]#[N:30])[C:2]1[CH:7]=[CH:6][CH:5]=[CH:4][CH:3]=1.[CH3:37][N:38]([CH3:42])[C:39](Cl)=[O:40]>C(Cl)(Cl)Cl>[CH2:1]([N:8]1[C:12](=[O:13])[C:11](=[C:14]2[N:18]([CH3:19])[C:17]3[CH:20]=[C:21]([O:24][C:39](=[O:40])[N:38]([CH3:42])[CH3:37])[CH:22]=[CH:23][C:16]=3[S:15]2)[S:10][C:9]1=[N:25][C:26]1[CH:27]=[C:28]([C:29]#[N:30])[CH:31]=[CH:32][C:33]=1[NH:34][CH2:35][CH3:36])[C:2]1[CH:7]=[CH:6][CH:5]=[CH:4][CH:3]=1. Procedure details: To a suspension of the product of Example 57 in CHCl3 was added TEA (84 μL, 0.6 mmol) and dimethylcarbamoyl chloride (56 μL, 0.6 mmol). The resulting suspension was heated to 65° C. overnight with shaking. Solvent was removed under vacuum to give a crude, which was purified by chromatography on silica gel, eluting by MeOH-DCM (5:95) to afford the title compound (38.6 mg). 1H-NMR indicated one isomer. 1H-NMR (DMSO-d6): δ 97.73 (1H, d), 7.28–7.39 (7H, m), 7.14 (1H, d), 6.97 (1H, dd), 6.63 (1H, dd)...